From a dataset of the Open Reaction Database (ORD), a public repository of structured organic reaction records. describe an organic reaction: reactants, conditions, products, and yield The reactants are COc1cc(Oc2cccc(C(F)(F)F)c2)nc(C(=O)O)c1, N, CN(C)C=O, O, O=S(Cl)Cl, c1ccccc1. The product is COc1cc(Oc2cccc(C(F)(F)F)c2)nc(C(N)=O)c1. Reaction SMILES: [CH3:1][O:2][c:3]1[cH:4][c:5]([C:20](=[O:21])[OH:22])[n:6][c:7]([O:9][c:10]2[cH:11][c:12]([C:16]([F:17])([F:18])[F:19])[cH:13][cH:14][cH:15]2)[cH:8]1.[NH3:34].[O:35]=[CH:36][N:37]([CH3:38])[CH3:39].[OH2:33].[S:23]([Cl:24])([Cl:25])=[O:26].[cH:27]1[cH:28][cH:29][cH:30][cH:31][cH:32]1>>[CH3:1][O:2][c:3]1[cH:4][c:5]([C:20](=[O:22])[NH2:34])[n:6][c:7]([O:9][c:10]2[cH:11][c:12]([C:16]([F:17])([F:18])[F:19])[cH:13][cH:14][cH:15]2)[cH:8]1. The reactants are COCCOC, O=C1CCC(=O)N1Cl, [N-]=[N+]=[N-], [Na+], O, [N-]=[N+]=NC(CBr)c1cn(COCCO)c(=O)[nH]c1=O, C=Cc1cn(COCCO)c(=O)[nH]c1=O. The product is [N-]=[N+]=NC(CCl)c1cn(COCCO)c(=O)[nH]c1=O. Reaction SMILES: [CH3:47][O:48][CH2:49][CH2:50][O:51][CH3:52].[Cl:1][N:2]1[C:3](=[O:4])[CH2:5][CH2:6][C:7]1=[O:8].[N-:25]=[N+:26]=[N-:27].[Na+:24].[OH2:53].[OH:28][CH2:29][CH2:30][O:31][CH2:32][n:33]1[c:34](=[O:35])[nH:36][c:37](=[O:38])[c:39]([CH:41]([CH2:42][Br:43])[N:44]=[N+:45]=[N-:46])[cH:40]1.[OH:9][CH2:10][CH2:11][O:12][CH2:13][n:14]1[cH:15][c:16]([CH:17]=[CH2:18])[c:19](=[O:20])[nH:21][c:22]1=[O:23]>>[Cl:1][CH2:42][CH:41]([c:39]1[c:37](=[O:38])[nH:36][c:34](=[O:35])[n:33]([CH2:32][O:31][CH2:30][CH2:29][OH:28])[cH:40]1)[N:44]=[N+:45]=[N-:46]. The reactants are O (water), FC1=CC=C2C=CC(NC2=C1)=O (7-fluoro-2(1H)-quinolinone), C(C=C)I (allyl iodide), [H-].[Na+] (sodium hydride). Run in CN(C)C=O (DMF). Product: FC1=CC=C2C=CC(N(C2=C1)CC=C)=O (7-Fluoro-1-(2-propen-1-yl)-2(1H)-quinolinone). Yield: 47.7%. As a reaction SMILES: [F:1][C:2]1[CH:11]=[C:10]2[C:5]([CH:6]=[CH:7][C:8](=[O:12])[NH:9]2)=[CH:4][CH:3]=1.[H-].[Na+].[CH2:15](I)[CH:16]=[CH2:17].O>CN(C=O)C>[F:1][C:2]1[CH:11]=[C:10]2[C:5]([CH:6]=[CH:7][C:8](=[O:12])[N:9]2[CH2:17][CH:16]=[CH2:15])=[CH:4][CH:3]=1 |f:1.2|. Procedure details: To a suspension of 7-fluoro-2(1H)-quinolinone (1.53 g, 9.39 mmol) in DMF at 0° C. was added sodium hydride (0.83 g of a 60% w:w dispersion in oil, 20.65 mmol) and the reaction was allowed warm to rt over 0.5 h before addition of allyl iodide (1.91 ml, 20.65 mmol). The reaction was stirred at rt for a further 0.25 h before addition of water (100 ml). The aqueous phase was then extracted with 10% MeOH in DCM (3×200 ml) and the combined organic phases were dried, evaporated and the residue was subj... Reactants: BrCCBr (1,2-dibromoethane), CC1=NNC(C2=CC=CC=C12)=O (4-Methyl-(2H)-phthalazin-1-one), [H-].[Na+] (sodium hydride), [H][H] (hydrogen). Solvent: CN(C=O)C (dimethylformamide). Reaction conditions: time 2 hour. The product is CC1=NN(C(C2=CC=CC=C12)=O)CCBr (2-(4-Methyl-2H-phthalazin-1-on-2-yl)ethyl bromide). RXN SMILES: [CH3:1][C:2]1[C:11]2[C:6](=[CH:7][CH:8]=[CH:9][CH:10]=2)[C:5](=[O:12])[NH:4][N:3]=1.[H-].[Na+].[H][H].[Br:17][CH2:18][CH2:19]Br>CN(C)C=O>[CH3:1][C:2]1[C:11]2[C:6](=[CH:7][CH:8]=[CH:9][CH:10]=2)[C:5](=[O:12])[N:4]([CH2:19][CH2:18][Br:17])[N:3]=1 |f:1.2|. Reported procedure: 4-Methyl-(2H)-phthalazin-1-one (6 g) and sodium hydride (1.5 g, 60% in oil) in dimethylformamide (DMF) were stirred at room temperature until hydrogen evolution ceased. To this suspension was added a five fold excess of 1,2-dibromoethane (25 ml) and stirring was continued for a further 2 hours. The solvent was removed and the residue taken up in ethyl acetate, washed twice with brine, dried (MgSO4) and evaporated. Chromatography on silica [Merck `Kieselgel 60` (Trade Mark)] eluting with methylen... Reactants: C(C)N(O)CC (diethylhydroxylamine), C=O (formaldehyde), C(CCC)NCCCC (di-n-butylamine). Product: C(C)N(OCN(CCCC)CCCC)CC ([N,N-Diethylaminoxymethyl]-di-n-butylamine). RXN SMILES: [CH2:1]([N:3]([CH2:5][CH3:6])[OH:4])[CH3:2].[CH2:7]=O.[CH2:9]([NH:13][CH2:14][CH2:15][CH2:16][CH3:17])[CH2:10][CH2:11][CH3:12]>>[CH2:1]([N:3]([CH2:5][CH3:6])[O:4][CH2:7][N:13]([CH2:14][CH2:15][CH2:16][CH3:17])[CH2:9][CH2:10][CH2:11][CH3:12])[CH3:2]. Procedure: The procedure of Example I is repeated using 26.74 g of diethylhydroxylamine, 29.22 g of aqueous formaldehyde (37%) solution and 38.77 g of di-n-butylamine, to afford the title compound as a colorless liquid. The reactants are C(C)(=O)C=1C=CC2=C(COC(O2)(C)C)C1 (6-Acetyl-2,2-dimethyl-4H-benzo[1,3]dioxine), C[Si](N[Si](C)(C)C)(C)C.[Na] (sodium hexamethyldisilazane), BrBr (bromine), C[Si](C)(C)Cl (trimethylsilyl chloride). The solvent is C1CCOC1 (THF), C1CCOC1 (THF). Reaction conditions: time 1 hour. Product: BrCC(=O)C=1C=CC2=C(COC(O2)(C)C)C1 (6-Bromoacetyl-2,2-dimethyl-4H-benzo[1,3]dioxine). As a reaction SMILES: [C:1]([C:4]1[CH:5]=[CH:6][C:7]2[O:12][C:11]([CH3:14])([CH3:13])[O:10][CH2:9][C:8]=2[CH:15]=1)(=[O:3])[CH3:2].C[Si](C)(C)N[Si](C)(C)C.[Na].C[Si](Cl)(C)C.[Br:31]Br>C1COCC1>[Br:31][CH2:2][C:1]([C:4]1[CH:5]=[CH:6][C:7]2[O:12][C:11]([CH3:14])([CH3:13])[O:10][CH2:9][C:8]=2[CH:15]=1)=[O:3] |f:1.2,^1:24|. Procedure: To the product of step (b) (23.4 g, 0.113 mol) in 600 mL of THF at −78° C. was added 135 mL of 1.0 M sodium hexamethyldisilazane in THF (Sigma-Aldrich). After 1 hour, trimethylsilyl chloride (15.8 mL, 0.124 mol) was added. After another 30 minutes, bromine (5.82 mL, 0.113 mol) was added. After 10 minutes, the reaction was quenched by diluting the reaction mixture with diethyl ether and pouring it onto 500 mL of 5% aqueous Na2SO3 premixed with 500 mL of 5% aqueous NaHCO3. The phases were separate... The reactants are CC1(OCCO1)C1=CC=C(O1)CN1N=C(C=C1)N (1-[5-(2-methyl-[1,3]dioxolan-2-yl)-furan-2-ylmethyl]-1H-pyrazol-3-ylamine), COCC=1C=C(C=CC1)C1=C(N=CO1)C(=O)O (5-(3-methoxymethyl-phenyl)-oxazole-4-carboxylic acid). Product: C(C)(=O)C1=CC=C(O1)CN1N=C(C=C1)NC(=O)C=1N=COC1C1=CC(=CC=C1)COC (5-(3-Methoxymethyl-phenyl)-oxazole-4-carboxylic acid [1-(5-acetyl-furan-2-ylmethyl)-1H-pyrazol-3-yl]-amide). RXN SMILES: [CH3:1][C:2]1([C:7]2[O:11][C:10]([CH2:12][N:13]3[CH:17]=[CH:16][C:15]([NH2:18])=[N:14]3)=[CH:9][CH:8]=2)[O:6]CCO1.[CH3:19][O:20][CH2:21][C:22]1[CH:23]=[C:24]([C:28]2[O:32][CH:31]=[N:30][C:29]=2[C:33](O)=[O:34])[CH:25]=[CH:26][CH:27]=1>>[C:2]([C:7]1[O:11][C:10]([CH2:12][N:13]2[CH:17]=[CH:16][C:15]([NH:18][C:33]([C:29]3[N:30]=[CH:31][O:32][C:28]=3[C:24]3[CH:25]=[CH:26][CH:27]=[C:22]([CH2:21][O:20][CH3:19])[CH:23]=3)=[O:34])=[N:14]2)=[CH:9][CH:8]=1)(=[O:6])[CH3:1]. Procedure: Following general procedure B followed by C starting from 1-[5-(2-methyl-[1,3]dioxolan-2-yl)-furan-2-ylmethyl]-1H-pyrazol-3-ylamine and 5-(3-methoxymethyl-phenyl)-oxazole-4-carboxylic acid. LC-MS-conditions 02: tR=0.96 min; [M+H]+=421.17. The reactants are BrCC(=O)C1=CC=C(C=C1)C (1-bromo-2-(4-methylphenyl)-2-oxoethane), CN1C=NC=C1 (1-methylimidazole). The solvent is C(C)OCC (diethyl ether). Reaction conditions: time 3 hour. Product: [Br-].C[NH+]1CN(C=C1)CC(=O)C1=CC=C(C=C1)C (1-methyl-3-[2-(4-methylphenyl)-2-oxoethyl]-1H-imidazolium bromide). Isolated yield 32.4%. Reaction SMILES: [Br:1][CH2:2][C:3]([C:5]1[CH:10]=[CH:9][C:8]([CH3:11])=[CH:7][CH:6]=1)=[O:4].[CH3:12][N:13]1[CH:17]=[CH:16][N:15]=[CH:14]1>C(OCC)C>[Br-:1].[CH3:12][NH+:13]1[CH:17]=[CH:16][N:15]([CH2:2][C:3]([C:5]2[CH:10]=[CH:9][C:8]([CH3:11])=[CH:7][CH:6]=2)=[O:4])[CH2:14]1 |f:3.4|. Procedure: To a solution of 10.6 g (0.05 mol) of 1-bromo-2-(4-methylphenyl)-2-oxoethane in 150 ml of diethyl ether was added 4.18 g (0.051 mol) of 1-methylimidazole (Aldrich Chemical Company, Milwaukee, Wis.). The reaction mixture was stirred for approximately 3 hours at room temperature and the precipitated solid was collected by filtration. The resulting hygroscopic solid was recrystallized from methanol/ethyl acetate to afford 4.82 g of 1-methyl-3-[2-(4-methylphenyl)-2-oxoethyl]-1H-imidazolium bromide a... The reactants are [OH-].[Li+] (lithium hydroxide), COC(C(C)(C1CN(CCC1)C)C)=O (2-methyl-2-(1-methyl-piperidin-3(R,S)-yl)-propionic acid methyl ester), Cl (HCl). Solvent: CO (methanol). Reaction conditions: time 16 hour. Yields the product CC(C(=O)O)(C)C1CN(CCC1)C (2-Methyl-2-(1-methyl-piperidin-3(R,S)-yl)-propionic acid). As a reaction SMILES: C[O:2][C:3](=[O:14])[C:4]([CH3:13])([CH:6]1[CH2:11][CH2:10][CH2:9][N:8]([CH3:12])[CH2:7]1)[CH3:5].[OH-].[Li+].Cl>CO>[CH3:13][C:4]([CH:6]1[CH2:11][CH2:10][CH2:9][N:8]([CH3:12])[CH2:7]1)([CH3:5])[C:3]([OH:14])=[O:2] |f:1.2|. Procedure details: 0.200 g of 2-methyl-2-(1-methyl-piperidin-3(R,S)-yl)-propionic acid methyl ester are dissolved in 4 ml of methanol. 4 ml of a 1M aqueous lithium hydroxide solution are added and the mixture is stirred for 16 hours at room temperature. The reaction mixture is neutralised with 1M HCl and extracted with ethyl acetate (3×50 ml). The organic phases are combined and concentrated by evaporation. The residue is purified by means of flash chromatography (SiO2 60F) to provide the title compound as a colou...